From a dataset of the Open Reaction Database (ORD), a public repository of structured organic reaction records. describe an organic reaction: reactants, conditions, products, and yield Starting materials: [Al+3], [Cl-], [Cl-], [Cl-], CC(C#N)c1cccc(NC(=O)CCCl)c1, ClCCl. The product is CC(C#N)c1ccc2c(c1)NC(=O)CC2. Reaction SMILES: [Al+3:18].[Cl-:17].[Cl-:19].[Cl-:20].[Cl:1][CH2:2][CH2:3][C:4](=[O:5])[NH:6][c:7]1[cH:8][c:9]([CH:13]([C:14]#[N:15])[CH3:16])[cH:10][cH:11][cH:12]1.[Cl:21][CH2:22][Cl:23]>>[CH2:2]1[CH2:3][C:4](=[O:5])[NH:6][c:7]2[cH:8][c:9]([CH:13]([C:14]#[N:15])[CH3:16])[cH:10][cH:11][c:12]21. Product: N#Cc1ccc(C=CC=CC=O)cc1. As a reaction SMILES: [CH:1](=[O:2])[c:3]1[cH:4][cH:5][c:6]([C:7]#[N:8])[cH:9][cH:10]1.[Cl:35][CH2:36][Cl:37].[c:11]1([P:12]([c:13]2[cH:14][cH:15][cH:16][cH:17][cH:18]2)([c:19]2[cH:20][cH:21][cH:22][cH:23][cH:24]2)=[CH:30][CH:31]=[CH:32][CH:33]=[O:34])[cH:25][cH:26][cH:27][cH:28][cH:29]1>>[CH:1]([c:3]1[cH:4][cH:5][c:6]([C:7]#[N:8])[cH:9][cH:10]1)=[CH:30][CH:31]=[CH:32][CH:33]=[O:34]. The reactants are N#Cc1ccc(C=O)cc1, ClCCl, O=CC=CC=P(c1ccccc1)(c1ccccc1)c1ccccc1. Reactants: Fc1ccc(Oc2ccnc3cc(Cl)ccc23)c(Cl)c1, ClCCl, O=C(OO)c1cccc(Cl)c1. Product: [O-][n+]1ccc(Oc2ccc(F)cc2Cl)c2ccc(Cl)cc21. Reaction SMILES: [Cl:1][c:2]1[c:3]([O:4][c:5]2[cH:6][cH:7][n:8][c:9]3[cH:10][c:11]([Cl:15])[cH:12][cH:13][c:14]23)[cH:16][cH:17][c:18]([F:20])[cH:19]1.[Cl:32][CH2:33][Cl:34].[OH:21][O:22][C:23]([c:24]1[cH:25][c:26]([Cl:27])[cH:28][cH:29][cH:30]1)=[O:31]>>[Cl:1][c:2]1[c:3]([O:4][c:5]2[cH:6][cH:7][n+:8]([O-:21])[c:9]3[cH:10][c:11]([Cl:15])[cH:12][cH:13][c:14]23)[cH:16][cH:17][c:18]([F:20])[cH:19]1. The reactants are oxide, C(C)OC(=O)C1(CCC2(OCCO2)CC1)CC#N (8-Cyanomethyl-1,4-dioxa-spiro[4.5]decane-8-carboxylic acid ethyl ester), [H][H] (hydrogen). Run in C(C)(=O)O (acetic acid), CO (methanol). Reaction conditions: time 18 hour. The product is O1CCOC12CCC1(C(NCC1)=O)CC2 (1,4-Dioxa-10-aza-dispiro[4.2.4.2]tetradecan-9-one). The yield is 38.6%. RXN SMILES: C([O:3][C:4]([C:6]1([CH2:16][C:17]#[N:18])[CH2:15][CH2:14][C:9]2([O:13][CH2:12][CH2:11][O:10]2)[CH2:8][CH2:7]1)=O)C.[H][H]>CO.C(O)(=O)C>[O:13]1[C:9]2([CH2:14][CH2:15][C:6]3([CH2:16][CH2:17][NH:18][C:4]3=[O:3])[CH2:7][CH2:8]2)[O:10][CH2:11][CH2:12]1. Procedure details: 8-Cyanomethyl-1,4-dioxa-spiro[4.5]decane-8-carboxylic acid ethyl ester (525 mg) was dissolved in methanol (10 mL) and acetic acid (5 mL). Platinium(IV) oxide (235 mg) was added and an atmosphere of hydrogen was introduced. The mixture was then stirred at RT for 18 hours. The reaction was filtered over dicalite speed plus (Acros Organics) and the filtrate was concentrated in vacuo. The residue was poured into ice/water and was basified with 2M aqueous NaOH solution. The aqueous layer was extracte... Starting materials: CC[N+](CC)(CC)Cc1ccccc1, ClCCl, COc1ccc(CNC(=O)C(Br)C(C)O)cc1, [Cl-], [Na+], [OH-]. The product is COc1ccc(CNC(=O)C2OC2C)cc1. Reaction SMILES: [CH2:21]([N+:22]([CH2:23][CH3:24])([CH2:25][CH3:26])[CH2:27][CH3:28])[c:29]1[cH:30][cH:31][cH:32][cH:33][cH:34]1.[CH2:35]([Cl:36])[Cl:37].[CH3:3][O:4][c:5]1[cH:6][cH:7][c:8]([CH2:9][NH:10][C:11]([CH:12]([CH:13]([CH3:14])[OH:15])[Br:16])=[O:17])[cH:18][cH:19]1.[Cl-:20].[Na+:2].[OH-:1]>>[CH3:3][O:4][c:5]1[cH:6][cH:7][c:8]([CH2:9][NH:10][C:11]([CH:12]2[CH:13]([CH3:14])[O:15]2)=[O:17])[cH:18][cH:19]1. Starting materials: FC1(c2ncccc2Cl)CCC2(CC1)OCCO2, FC1(c2nccs2)CCC2(CC1)OCCO2. The product is O=C1CCC(F)(c2nccs2)CC1. Reaction SMILES: [Cl:17][c:18]1[c:19]([C:20]2([F:21])[CH2:22][CH2:23][C:24]3([O:25][CH2:26][CH2:27][O:28]3)[CH2:29][CH2:30]2)[n:31][cH:32][cH:33][cH:34]1.[F:1][C:2]1([c:12]2[s:13][cH:14][cH:15][n:16]2)[CH2:3][CH2:4][C:5]2([O:6][CH2:9][CH2:8][O:7]2)[CH2:10][CH2:11]1>>[F:1][C:2]1([c:12]2[s:13][cH:14][cH:15][n:16]2)[CH2:3][CH2:4][C:5](=[O:6])[CH2:10][CH2:11]1. Reactants: F[B-](F)(F)F.N#[O+] (nitrosonium tetrafluoroborate), IC1=C(N)C=CC(=C1)[N+](=O)[O-] (2-iodo-4-nitroaniline). Solvent: ClCCl (dichloromethane), ClCCl (dichloromethane). Run at temperature 0 celsius, time 1 hour. Product: FC1=C(C=C(C=C1)[N+](=O)[O-])I (1-Fluoro-2-iodo-4-nitrobenzene). Yield: 37.5%. As a reaction SMILES: [F:1][B-](F)(F)F.N#[O+].[I:8][C:9]1[CH:15]=[C:14]([N+:16]([O-:18])=[O:17])[CH:13]=[CH:12][C:10]=1N>ClCCl>[F:1][C:10]1[CH:12]=[CH:13][C:14]([N+:16]([O-:18])=[O:17])=[CH:15][C:9]=1[I:8] |f:0.1|. Procedure: A solution of nitrosonium tetrafluoroborate (24 g, 0.21 mol) in dichloromethane (200 mL) at 0° C. was treated with a solution of 2-iodo-4-nitroaniline (50 g, 0.19 mol) in dichloromethane (350 mL) and stirred at 0° C. for 1 h. The dichloromethane was concentrated to about half volume and the reaction mixture was treated with 1,2-dichlorobenzene (300 mL). The remaining dichloromethane was further concentrated in vacuo. The resultant 1,2-dichlorobenzene suspension was heated at 110° C. for 1 h, coo...